This data is from the Open Reaction Database (ORD), a public repository of structured organic reaction records. The task is: describe an organic reaction: reactants, conditions, products, and yield Starting materials: CC(C)CBr, CN(C)C1CCN(c2ccc(NC(=O)c3ccc(O)nc3)cc2)C1. The product is CC(C)COc1ccc(C(=O)Nc2ccc(N3CCC(N(C)C)C3)cc2)cn1. Reaction SMILES: [Br:1][CH2:2][CH:3]([CH3:4])[CH3:5].[CH3:6][N:7]([CH:8]1[CH2:9][N:10]([c:13]2[cH:14][cH:15][c:16]([NH:19][C:20]([c:21]3[cH:22][n:23][c:24]([OH:27])[cH:25][cH:26]3)=[O:28])[cH:17][cH:18]2)[CH2:11][CH2:12]1)[CH3:29]>>[CH2:2]([CH:3]([CH3:4])[CH3:5])[O:27][c:24]1[n:23][cH:22][c:21]([C:20]([NH:19][c:16]2[cH:15][cH:14][c:13]([N:10]3[CH2:9][CH:8]([N:7]([CH3:6])[CH3:29])[CH2:12][CH2:11]3)[cH:18][cH:17]2)=[O:28])[cH:26][cH:25]1. Reactants: Cl (hydrochloric acid), C([O-])(O)=O.[Na+] (sodium bicarbonate), CC=1C(=CC2=C(N=C(CC=3N2C=CN3)C3=CC=C(C=C3)N3C(=NC=2C=NC=CC23)C)C1)C (8,9-dimethyl-5-[4-(2-methylimidazo[4,5-c]pyrid-1-yl)phenyl]-4H-imidazo[1,2-a][1,5]-benzodiazepine), Cl (hydrogen chloride), C(#N)[BH3-].[Na+] (sodium cyanoborohydride). Run in ClCCl (dichloromethane). Conditions: time 16 hour. The product is CC=1C(=CC2=C(NC(CC=3N2C=CN3)C3=CC=C(C=C3)N3C(=NC=2C=NC=CC23)C)C1)C (4,5-Dihydro-8,9-dimethyl-5-[4-(2-methylimidazo[4,5-c]pyrid-1-yl)phenyl]-6H-imidazo[1,2-a][1,5]benzodiazepine). RXN SMILES: [CH3:1][C:2]1[C:3]([CH3:32])=[CH:4][C:5]2[N:11]3[CH:12]=[CH:13][N:14]=[C:10]3[CH2:9][C:8]([C:15]3[CH:20]=[CH:19][C:18]([N:21]4[C:29]5[CH:28]=[CH:27][N:26]=[CH:25][C:24]=5[N:23]=[C:22]4[CH3:30])=[CH:17][CH:16]=3)=[N:7][C:6]=2[CH:31]=1.Cl.C([BH3-])#N.[Na+].C(=O)(O)[O-].[Na+]>ClCCl>[CH3:1][C:2]1[C:3]([CH3:32])=[CH:4][C:5]2[N:11]3[CH:12]=[CH:13][N:14]=[C:10]3[CH2:9][CH:8]([C:15]3[CH:20]=[CH:19][C:18]([N:21]4[C:29]5[CH:28]=[CH:27][N:26]=[CH:25][C:24]=5[N:23]=[C:22]4[CH3:30])=[CH:17][CH:16]=3)[NH:7][C:6]=2[CH:31]=1 |f:2.3,4.5|. Reported procedure: A solution of 8,9-dimethyl-5-[4-(2-methylimidazo[4,5-c]pyrid-1-yl)phenyl]-4H-imidazo[1,2-a][1,5]-benzodiazepine (100 mg, 0.24 mmol) in dichloromethane was stirred with an excess of ethereal hydrogen chloride until precipitation was complete. The solid was filtered and dissolved in dry methanol (5 ml) to which was added sodium cyanoborohydride (20 mg 0.32 mmol). After stirring for 16 hours, the solution was acidified with dilute hydrochloric acid then adjusted to pH 8 by addition of sodium bicarb... Starting materials: BrC1=CC2=C(C3CC(C4=C2N=C(S4)C(=O)N)C3)C=C1 (9-bromo-5,6-dihydro-4H-4,6-methanobenzo[6,7]cyclohepta[1,2-d]thiazole-2-carboxamide), C(#C)[C@]1(C(N(CC1)C)=O)O ((3R)-3-ethynyl-3-hydroxy-1-methylpyrrolidin-2-one). Product: O[C@@]1(C(N(CC1)C)=O)C#CC1=CC2=C(C3CC(C4=C2N=C(S4)C(=O)N)C3)C=C1 ((R)-9-((3-hydroxy-1-methyl-2-oxopyrrolidin-3-yl)ethynyl)-5,6-dihydro-4H-4,6-methanobenzo[6,7]cyclohepta[1,2-d]thiazole-2-carboxamide). Isolated yield 59.0%. As a reaction SMILES: Br[C:2]1[CH:19]=[CH:18][C:5]2[CH:6]3[CH2:17][CH:8]([C:9]4[S:13][C:12]([C:14]([NH2:16])=[O:15])=[N:11][C:10]=4[C:4]=2[CH:3]=1)[CH2:7]3.[C:20]([C@:22]1([OH:29])[CH2:26][CH2:25][N:24]([CH3:27])[C:23]1=[O:28])#[CH:21]>>[OH:29][C@@:22]1([C:20]#[C:21][C:2]2[CH:19]=[CH:18][C:5]3[CH:6]4[CH2:17][CH:8]([C:9]5[S:13][C:12]([C:14]([NH2:16])=[O:15])=[N:11][C:10]=5[C:4]=3[CH:3]=2)[CH2:7]4)[CH2:26][CH2:25][N:24]([CH3:27])[C:23]1=[O:28]. Procedure details: Similar to as described in General Procedure G, 9-bromo-5,6-dihydro-4H-4,6-methanobenzo[6,7]cyclohepta[1,2-d]thiazole-2-carboxamide was reacted with (3R)-3-ethynyl-3-hydroxy-1-methylpyrrolidin-2-one to give the titled compound as an off-white solid (14.4 mg, 59%). Starting materials: COC=1C=C(C=O)C=CC1 (3-methoxybenzaldehyde), C(C)OC(CC(=O)COC(C)=O)=O (γ-acetoxyacetoacetic acid ethyl ester), C(C)OC(\C=C(\C)/N)=O (β-aminocrotonic acid ethyl ester). Solvent: C(C)O (ethanol). The product is C(C)OC(=O)C1=C(NC(=C(C1C1=CC(=CC=C1)OC)C(=O)OCC)C)COC(C)=O (2-Acetoxymethyl-6-methyl-4-(3'-methoxyphenyl)-1,4-dihydropyridine-3,5-dicarboxylic acid diethyl ester). Reaction SMILES: [CH3:1][O:2][C:3]1[CH:4]=[C:5]([CH:8]=[CH:9][CH:10]=1)[CH:6]=O.[CH2:11]([O:13][C:14](=[O:23])[CH2:15][C:16]([CH2:18][O:19][C:20](=[O:22])[CH3:21])=O)[CH3:12].[CH2:24]([O:26][C:27](=[O:32])/[CH:28]=[C:29](\[NH2:31])/[CH3:30])[CH3:25]>C(O)C>[CH2:11]([O:13][C:14]([C:15]1[CH:6]([C:5]2[CH:8]=[CH:9][CH:10]=[C:3]([O:2][CH3:1])[CH:4]=2)[C:28]([C:27]([O:26][CH2:24][CH3:25])=[O:32])=[C:29]([CH3:30])[NH:31][C:16]=1[CH2:18][O:19][C:20](=[O:22])[CH3:21])=[O:23])[CH3:12]. Reported procedure: After heating a solution of 6.8 g of 3-methoxybenzaldehyde, 9.4 g of γ-acetoxyacetoacetic acid ethyl ester and 6.5 g of β-aminocrotonic acid ethyl ester in 40 ccs of ethanol for 20 hours, the mixture is cooled and the precipitate is filtered off.